This data is from the Open Reaction Database (ORD), a public repository of structured organic reaction records. The task is: describe an organic reaction: reactants, conditions, products, and yield Starting materials: CO, [Cl-], [K+], [NH4+], [OH-], COc1ccc(CC(NS(=O)(=O)c2ccccc2)C(=O)NCCCCc2ccccc2)c2ccn(S(=O)(=O)c3ccccc3)c12. The product is COc1ccc(CC(NS(=O)(=O)c2ccccc2)C(=O)NCCCCc2ccccc2)c2cc[nH]c12. RXN SMILES: [CH3:50][OH:51].[Cl-:48].[K+:47].[NH4+:49].[OH-:46].[c:1]1([S:7](=[O:8])(=[O:9])[NH:10][CH:11]([C:12](=[O:13])[NH:14][CH2:15][CH2:16][CH2:17][CH2:18][c:19]2[cH:20][cH:21][cH:22][cH:23][cH:24]2)[CH2:25][c:26]2[c:27]3[cH:28][cH:29][n:30]([S:37]([c:38]4[cH:39][cH:40][cH:41][cH:42][cH:43]4)(=[O:44])=[O:45])[c:31]3[c:32]([O:35][CH3:36])[cH:33][cH:34]2)[cH:2][cH:3][cH:4][cH:5][cH:6]1>>[c:1]1([S:7](=[O:8])(=[O:9])[NH:10][CH:11]([C:12](=[O:13])[NH:14][CH2:15][CH2:16][CH2:17][CH2:18][c:19]2[cH:20][cH:21][cH:22][cH:23][cH:24]2)[CH2:25][c:26]2[c:27]3[cH:28][cH:29][nH:30][c:31]3[c:32]([O:35][CH3:36])[cH:33][cH:34]2)[cH:2][cH:3][cH:4][cH:5][cH:6]1. Product: FC=1C=C(C=CC1)N(C1=CC=CC=C1)C(CCl)=O (N-(3-Fluorophenyl)-alpha-chloroacetanilide). Run in C1=CC=CC=C1 (benzene). Reaction SMILES: [F:1][C:2]1[CH:3]=[C:4]([NH:8][C:9]2[CH:14]=[CH:13][CH:12]=[CH:11][CH:10]=2)[CH:5]=[CH:6][CH:7]=1.[Cl:15][CH2:16][C:17](Cl)=[O:18]>C1C=CC=CC=1>[F:1][C:2]1[CH:3]=[C:4]([N:8]([C:17](=[O:18])[CH2:16][Cl:15])[C:9]2[CH:10]=[CH:11][CH:12]=[CH:13][CH:14]=2)[CH:5]=[CH:6][CH:7]=1. Procedure: N-(3-Fluorophenyl)aniline (7.02 g, 0.0375 mole) and chloroacetyl chloride (3.3 ml, 0.0412 mole) were refluxed in benzene (50 ml) for 3 hours, then evaporated in vacuo to solids and the solids triturated with pentane and ether to yield purified title product, 8.69 g, m.p. 115°-117°. Reactants: FC=1C=C(C=CC1)NC1=CC=CC=C1 (N-(3-Fluorophenyl)aniline), ClCC(=O)Cl (chloroacetyl chloride). The solvent is CCOC(=O)C (AcOEt), CCOC(=O)C (AcOEt). Starting materials: N(CC(=O)NCC(=O)O)C(=O)OC(C)(C)C (Boc-Gly-Gly-OH), CN1CCOCC1 (NMM), CN(C)C=O (DMF), N(CC(=O)NCC(=O)O)C(=O)OC(C)(C)C (Boc-Gly-Gly-OH), N[C@@H](C(C)C)C(=O)N[C@@H](CC(C)C)C(=O)O (H-Val-Leu-OH), CC(C)C[C@@H](C(=O)O)NC(=O)[C@H](C(C)C)N (Val-Leu). Yields the product N(CC(=O)NCC(=O)N[C@@H](C(C)C)C(=O)N[C@@H](CC(C)C)C(=O)O)C(=O)OC(C)(C)C (Boc-Gly-Gly-Val-Leu-OH). Reaction conditions: temperature 25 celsius. Procedure details: On one hand, H-Val-Leu-OH (1 eq.) was added to a solution of MSA (2.72 eq.) in AcOEt. The slurry was stirred at 25° C. until a solution was obtained. The solution was then cooled to −15° C. On the other hand, Boc-Gly-Gly-OH (1.05 eq., commercially available) was added together with NMM (1.0 eq.), AcOEt and DMF. The slurry was stirred until complete dissolution and then cooled to −25° C. IBCF (1.0 eq.) was added to the Boc-Gly-Gly-OH solution to activate the carboxylic function. The silylated Val... RXN SMILES: [NH2:1][C@H:2]([C:6]([NH:8][C@H:9]([C:14]([OH:16])=[O:15])[CH2:10][CH:11]([CH3:13])[CH3:12])=[O:7])[CH:3]([CH3:5])[CH3:4].[NH:17]([C:26]([O:28][C:29]([CH3:32])([CH3:31])[CH3:30])=[O:27])[CH2:18][C:19]([NH:21][CH2:22][C:23](O)=[O:24])=[O:20].CN1CCOCC1.CN(C=O)C>CCOC(C)=O>[NH:17]([C:26]([O:28][C:29]([CH3:32])([CH3:31])[CH3:30])=[O:27])[CH2:18][C:19]([NH:21][CH2:22][C:23]([NH:1][C@H:2]([C:6]([NH:8][C@H:9]([C:14]([OH:16])=[O:15])[CH2:10][CH:11]([CH3:12])[CH3:13])=[O:7])[CH:3]([CH3:5])[CH3:4])=[O:24])=[O:20]. The reactants are C(C)C(CCC(CC(C)C)O)CCCC (7-ethyl-2-methyl-4-undecanol), C(C)C(C=O)CCCC (2-ethylhexanal), [OH-].[Na+] (sodium hydroxide). The solvent is C(C(C)C)C(=O)C (methyl isobutyl ketone). The product is C(C)C(C=CC(CC(C)C)=O)CCCC (7-ethyl-2-methylundec-5-en-4-one). As a reaction SMILES: [CH2:1]([CH:3]([CH2:12][CH2:13][CH2:14][CH3:15])[CH2:4][CH2:5][CH:6]([OH:11])[CH2:7][CH:8]([CH3:10])[CH3:9])[CH3:2].C(C(CCCC)C=O)C.[OH-].[Na+]>C(C(C)=O)C(C)C>[CH2:1]([CH:3]([CH2:12][CH2:13][CH2:14][CH3:15])[CH:4]=[CH:5][C:6](=[O:11])[CH2:7][CH:8]([CH3:10])[CH3:9])[CH3:2] |f:2.3|. Reported procedure: In particular, the process of the invention is suitable for preparing 7-ethyl-2-methyl-4-undecanol (tetradecanol) by aldol condensation of methyl isobutyl ketone and 2-ethylhexanal at 90-110° C. in the presence of a 40-50% strength aqueous sodium hydroxide solution to form 7-ethyl-2-methylundec-5-en-4-one with subsequent hydrogenation to give the above-mentioned alcohol. The hydrogenation catalyst used here is, preferably, a nickel catalyst supported on kieselguhr. Reactants: CCOC(=O)CN1C(=N)C(C)(C)c2ccccc21, CCO, Cl, [NH4+], [OH-]. Product: CC1(C)C(=N)N(CC(N)=O)c2ccccc21. Reaction SMILES: [C:4](=[O:5])([O:6][CH2:7][CH3:8])[CH2:9][N:10]1[C:11](=[NH:21])[C:12]([CH3:19])([CH3:20])[c:13]2[cH:14][cH:15][cH:16][cH:17][c:18]21.[CH3:22][CH2:23][OH:24].[ClH:3].[NH4+:1].[OH-:2]>>[NH2:1][C:4](=[O:5])[CH2:9][N:10]1[C:11](=[NH:21])[C:12]([CH3:19])([CH3:20])[c:13]2[cH:14][cH:15][cH:16][cH:17][c:18]21.